From a dataset of the Open Reaction Database (ORD), a public repository of structured organic reaction records. describe an organic reaction: reactants, conditions, products, and yield Reactants: N(=[N+]=[N-])C[C@H]1CN(C(O1)=O)C1=CC=C(C=C1)C1=NN(C(=C1)C#N)C (3-{4-[(5R)-5-(Azidomethyl)-2-oxo-1,3-oxazolidin-3-yl]phenyl}-1-methyl-1H-pyrazole-5-carbonitrile), N(=[N+]=[N-])C[C@H]1CN(C(O1)=O)C1=CC=C(C=C1)C1=NN(C(=C1)C#N)C (3-{4-[(5R)-5-(Azidomethyl)-2-oxo-1,3-oxazolidin-3-yl]phenyl}-1-methyl-1H-pyrazole-5-carbonitrile), C12C=CC(C=C1)C2 (bicyclo[2.2.1]hepta-2,5-diene). Solvent: O1CCOCC1 (dioxane). Reaction conditions: temperature 90 celsius. Yields the product CN1N=C(C=C1C#N)C1=CC=C(C=C1)N1C(O[C@H](C1)CN1N=NC=C1)=O (1-Methyl-3-{4-[(5R)-2-oxo-5-(1H-1,2,3-triazol-1-ylmethyl)-1,3-oxazolidin-3-yl]phenyl}-1H-pyrazole-5-carbonitrile). Yield: 50.8%. Reaction SMILES: [N:1]([CH2:4][C@@H:5]1[O:9][C:8](=[O:10])[N:7]([C:11]2[CH:16]=[CH:15][C:14]([C:17]3[CH:21]=[C:20]([C:22]#[N:23])[N:19]([CH3:24])[N:18]=3)=[CH:13][CH:12]=2)[CH2:6]1)=[N+:2]=[N-:3].[CH:25]12CC(C=C1)C=[CH:26]2>O1CCOCC1>[CH3:24][N:19]1[C:20]([C:22]#[N:23])=[CH:21][C:17]([C:14]2[CH:15]=[CH:16][C:11]([N:7]3[CH2:6][C@H:5]([CH2:4][N:1]4[CH:26]=[CH:25][N:3]=[N:2]4)[O:9][C:8]3=[O:10])=[CH:12][CH:13]=2)=[N:18]1. Procedure: 3-{4-[(5R)-5-(Azidomethyl)-2-oxo-1,3-oxazolidin-3-yl]phenyl}-1-methyl-1H-pyrazole-5-carbonitrile (Intermediate 14, 00 mg, 0.62 mmol), bicyclo[2.2.1]hepta-2,5-diene (0.70 ml, 6.50 mmol) and dioxane (5 ml) were combined and warmed to 90° C. for 8 hours. The mixture was evaporated and purified by chromatography on silica gel eluting with ethyl acetate to give the title compound as an off-white solid (110 mg).